The task is: describe an organic reaction: reactants, conditions, products, and yield. This data is from the Open Reaction Database (ORD), a public repository of structured organic reaction records. Starting materials: CCOC(=O)CON=C(C(=O)O)c1csc(NC=O)n1, CCO, Cl, C1CCOC1. Product: CCOC(=O)CON=C(C(=O)O)c1csc(N)n1. As a reaction SMILES: [CH2:1]([CH3:2])[O:3][C:4](=[O:5])[CH2:6][O:7][N:8]=[C:9]([C:10](=[O:11])[OH:12])[c:13]1[n:14][c:15]([NH:18][CH:19]=[O:20])[s:16][cH:17]1.[CH3:22][CH2:23][OH:24].[ClH:21].[O:25]1[CH2:26][CH2:27][CH2:28][CH2:29]1>>[CH2:1]([CH3:2])[O:3][C:4](=[O:5])[CH2:6][O:7][N:8]=[C:9]([C:10](=[O:11])[OH:12])[c:13]1[n:14][c:15]([NH2:18])[s:16][cH:17]1. Reactants: CC(C)(C)OC(=O)N1CCCC1C(=O)O, C1CCNC1. Product: CC(C)(C)OC(=O)N1CCCC1C(=O)N1CCCC1. RXN SMILES: [C:1]([CH3:2])([CH3:3])([CH3:4])[O:5][C:6](=[O:7])[N:8]1[CH:9]([C:10](=[O:11])[OH:12])[CH2:13][CH2:14][CH2:15]1.[CH2:16]1[CH2:17][CH2:18][NH:19][CH2:20]1>>[C:1]([CH3:2])([CH3:3])([CH3:4])[O:5][C:6](=[O:7])[N:8]1[CH:9]([C:10](=[O:12])[N:19]2[CH2:18][CH2:17][CH2:16][CH2:20]2)[CH2:13][CH2:14][CH2:15]1.